From a dataset of the Open Reaction Database (ORD), a public repository of structured organic reaction records. describe an organic reaction: reactants, conditions, products, and yield Run in CO (MeOH), C1CCOC1 (THF). The reactants are CC1=C(C=CC=C1)C1=C(C=C(C=C1)C(=O)OC)S(=O)(=O)C (Methyl 2′-methyl-2-(methylsulfonyl)biphenyl-4-carboxylate), [OH-].[Na+] (sodium hydroxide). Run at time 8 hour. Product: CC1=C(C=CC=C1)C1=C(C=C(C=C1)C(=O)O)S(=O)(=O)C (2′-methyl-2-(methylsulfonyl)biphenyl-4-carboxylic acid), solid. Isolated yield 83.0%. Procedure details: Methyl 2′-methyl-2-(methylsulfonyl)biphenyl-4-carboxylate (270 mg; 0.89 mmol; 1 eq.) was dissolved in THF (5 mL) and MeOH (5 mL). sodium hydroxide (0.89 mL; 5 M; 4.44 mmol; 5 eq.) was added and the mixture was stirred at RT overnight. Solvents were evaporated and the crude mixture was partitioned between EtOAc and water. Aqueous phase was acidified with HCl 5N solution. The two phases were separated and the organic phase was washed with brine and dried over MgSO4. After filtration and evaporatio... As a reaction SMILES: [CH3:1][C:2]1[CH:7]=[CH:6][CH:5]=[CH:4][C:3]=1[C:8]1[CH:13]=[CH:12][C:11]([C:14]([O:16]C)=[O:15])=[CH:10][C:9]=1[S:18]([CH3:21])(=[O:20])=[O:19].[OH-].[Na+]>C1COCC1.CO>[CH3:1][C:2]1[CH:7]=[CH:6][CH:5]=[CH:4][C:3]=1[C:8]1[CH:13]=[CH:12][C:11]([C:14]([OH:16])=[O:15])=[CH:10][C:9]=1[S:18]([CH3:21])(=[O:20])=[O:19] |f:1.2|. Starting materials: CO, O, Cc1ncc(CN2CCC(CO)(Cc3cccc(OC(F)(F)F)c3)CC2)n1Cc1ccc(C#N)cc1. Product: Cc1ncc(CN2CCC(CO)(Cc3cccc(OC(F)(F)F)c3)CC2)n1Cc1ccc(C(N)=O)cc1. As a reaction SMILES: [CH3:37][OH:38].[OH2:39].[OH:1][CH2:2][C:3]1([CH2:25][c:26]2[cH:27][c:28]([O:32][C:33]([F:34])([F:35])[F:36])[cH:29][cH:30][cH:31]2)[CH2:4][CH2:5][N:6]([CH2:9][c:10]2[cH:11][n:12][c:13]([CH3:24])[n:14]2[CH2:15][c:16]2[cH:17][cH:18][c:19]([C:20]#[N:21])[cH:22][cH:23]2)[CH2:7][CH2:8]1>>[OH:1][CH2:2][C:3]1([CH2:25][c:26]2[cH:27][c:28]([O:32][C:33]([F:34])([F:35])[F:36])[cH:29][cH:30][cH:31]2)[CH2:4][CH2:5][N:6]([CH2:9][c:10]2[cH:11][n:12][c:13]([CH3:24])[n:14]2[CH2:15][c:16]2[cH:17][cH:18][c:19]([C:20]([NH2:21])=[O:38])[cH:22][cH:23]2)[CH2:7][CH2:8]1.